This data is from the Open Reaction Database (ORD), a public repository of structured organic reaction records. The task is: describe an organic reaction: reactants, conditions, products, and yield Reaction SMILES: FC1C=CC=CC=1C(Cl)=O.[F:11][C:12]1[CH:13]=[C:14]([CH:18]=[C:19]([F:21])[CH:20]=1)[C:15](Cl)=[O:16].[NH2:22][C:23]1[CH:24]=[C:25]([CH:36]=[CH:37][N:38]=1)[C:26]([NH:28][CH2:29][C:30]1[CH:35]=[CH:34][CH:33]=[CH:32][CH:31]=1)=[O:27]>>[CH2:29]([NH:28][C:26](=[O:27])[C:25]1[CH:36]=[CH:37][N:38]=[C:23]([NH:22][C:15](=[O:16])[C:14]2[CH:13]=[C:12]([F:11])[CH:20]=[C:19]([F:21])[CH:18]=2)[CH:24]=1)[C:30]1[CH:35]=[CH:34][CH:33]=[CH:32][CH:31]=1. Isolated yield 68.0%. Yields the product C(C1=CC=CC=C1)NC(C1=CC(=NC=C1)NC(C1=CC(=CC(=C1)F)F)=O)=O (N-benzyl-2-(3,5-difluorobenzamido)isonicotinamide). Starting materials: FC1=C(C(=O)Cl)C=CC=C1 (2-fluorobenzoyl chloride), FC=1C=C(C(=O)Cl)C=C(C1)F (3,5-difluorobenzoyl chloride), NC=1C=C(C(=O)NCC2=CC=CC=C2)C=CN1 (2-amino-N-benzylisonicotinamide). Procedure: Following the procedure as describe in Example 6, making variations as required to replace 2-fluorobenzoyl chloride with 3,5-difluorobenzoyl chloride to react with 2-amino-N-benzylisonicotinamide, N-benzyl-2-(3,5-difluorobenzamido)isonicotinamide was obtained as a colorless solid in 68% yield: mp 185-187° C. (hexanes/ethyl acetate); 1H NMR (300 MHz, CDCl3) δ 11.16 (s, 1H), 9.35 (t, J=6.0 Hz, 1H), 8.54-8.50 (m, 2H), 7.75-7.71 (m, 2H), 7.58-7.47 (m, 2H), 7.31-7.21 (m, 5H), 4.46 (d, J=5.9 Hz, 2H); ... Starting materials: C(O)CN (ethanolamine), O(C1=CC=CC=C1)C1=CC=C(C=C1)C1=NN(C2=NC=NC(=C21)N)C2CCNCC2 (3-(4-phenoxyphenyl)-1-(4-piperidyl)-1H-pyrazolo[3,4-d]pyrimidin-4-amine), C([O-])([O-])=O.[K+].[K+] (potassium carbonate), ClCC(=O)Cl (chloroacetylchloride). The solvent is CN(C=O)C (N,N-dimethylformamide). Reaction conditions: time 18 hour. The product is NC1=C2C(=NC=N1)N(N=C2C2=CC=C(C=C2)OC2=CC=CC=C2)C2CCN(CC2)C(CNCCO)=O (1-{4-[4-amino-3-(4-phenoxyphenyl)-1H-pyrazolo[3,4-d]pyrimidin-1-yl]piperidino}-2-[(2-hydroxyethyl)amino]-1-ethanone). Isolated yield 38.5%. As a reaction SMILES: [O:1]([C:8]1[CH:13]=[CH:12][C:11]([C:14]2[C:22]3[C:17](=[N:18][CH:19]=[N:20][C:21]=3[NH2:23])[N:16]([CH:24]3[CH2:29][CH2:28][NH:27][CH2:26][CH2:25]3)[N:15]=2)=[CH:10][CH:9]=1)[C:2]1[CH:7]=[CH:6][CH:5]=[CH:4][CH:3]=1.C(=O)([O-])[O-].[K+].[K+].Cl[CH2:37][C:38](Cl)=[O:39].[CH2:41]([CH2:43][NH2:44])[OH:42]>CN(C)C=O>[NH2:23][C:21]1[N:20]=[CH:19][N:18]=[C:17]2[N:16]([CH:24]3[CH2:29][CH2:28][N:27]([C:38](=[O:39])[CH2:37][NH:44][CH2:43][CH2:41][OH:42])[CH2:26][CH2:25]3)[N:15]=[C:14]([C:11]3[CH:10]=[CH:9][C:8]([O:1][C:2]4[CH:7]=[CH:6][CH:5]=[CH:4][CH:3]=4)=[CH:13][CH:12]=3)[C:22]=12 |f:1.2.3|. Procedure details: To a mixture of 3-(4-phenoxyphenyl)-1-(4-piperidyl)-1H-pyrazolo[3,4-d]pyrimidin-4-amine (0.05 g, 0.00013 mol) and potassium carbonate (0.036 g, 0.00026 mol) in anhydrous N,N-dimethylformamide (3 mL) was added chloroacetylchloride (0.028 g, 0.00026 mol) at room temperature. The mixture was stirred for 10 min. before ethanolamine (0.078 mL, 0.0013 mol) was added. The mixture was stirred at room temperature for 18 hours. The solvent was removed under reduced pressure. The residue was dissolved in d... The reactants are CC(=O)[O-], CCO, Cc1ccc(F)cc1C1CC(=O)CC(=O)C1, [NH4+]. Product: Cc1ccc(F)cc1C1CC(=O)C=C(N)C1. Reaction SMILES: [CH3:18][C:19](=[O:20])[O-:21].[CH3:22][CH2:23][OH:24].[F:1][c:2]1[cH:3][cH:4][c:5]([CH3:16])[c:6]([CH:8]2[CH2:9][C:10](=[O:15])[CH2:11][C:12](=[O:14])[CH2:13]2)[cH:7]1.[NH4+:17]>>[F:1][c:2]1[cH:3][cH:4][c:5]([CH3:16])[c:6]([CH:8]2[CH2:9][C:10](=[O:15])[CH:11]=[C:12]([NH2:17])[CH2:13]2)[cH:7]1.